Task: describe an organic reaction: reactants, conditions, products, and yield. Dataset: the Open Reaction Database (ORD), a public repository of structured organic reaction records Starting materials: TEFLON, S(=O)(=O)(O)C1=C(C(=O)OC(C)C)C=CC=C1 (2-propyl o-sulfobenzoate), C(C)C(CO)CCCC (2-ethylhexanol). Run in C(C)(C)O (isopropanol). Reaction conditions: time 1 hour. The product is S(=O)(=O)(O)C1=C(C(=O)OCC(CCCC)CC)C=CC=C1 (2-Ethylhexyl o-sulfobenzoate). Reaction SMILES: [S:1]([C:5]1[CH:16]=[CH:15][CH:14]=[CH:13][C:6]=1[C:7](OC(C)C)=[O:8])([OH:4])(=[O:3])=[O:2].[CH2:17]([CH:19]([CH2:22][CH2:23][CH2:24][CH3:25])[CH2:20][OH:21])[CH3:18]>C(O)(C)C>[S:1]([C:5]1[CH:16]=[CH:15][CH:14]=[CH:13][C:6]=1[C:7]([O:21][CH2:20][CH:19]([CH2:17][CH3:18])[CH2:22][CH2:23][CH2:24][CH3:25])=[O:8])([OH:4])(=[O:3])=[O:2]. Procedure: Into a one-liter, four-necked round bottom flask equipped with a thermometer, distillation head, and glass stirrer with TEFLON paddle were charged 82.5 grams of 2-propyl o-sulfobenzoate solution in isopropanol and 100 grams of 2-ethylhexanol. The solution was vacuum distilled to a pot temperature of 105° C. and subsequently the vacuum was turned off and the reaction mixture held at 105° C. for one hour. The resultant 2-ethylhexyl o-sulfobenzoate was a brown liquid with an acid value of 102.